The task is: describe an organic reaction: reactants, conditions, products, and yield. This data is from the Open Reaction Database (ORD), a public repository of structured organic reaction records. Product: c1ccc(CN2CCC(NCc3ccc4ccccc4c3)C2)cc1. Reaction SMILES: [BH4-:26].[CH2:13]([c:14]1[cH:15][cH:16][cH:17][cH:18][cH:19]1)[N:20]1[CH2:21][CH:22]([NH2:25])[CH2:23][CH2:24]1.[CH3:28][OH:29].[CH:1](=[O:2])[c:3]1[cH:4][cH:5][c:6]2[cH:7][cH:8][cH:9][cH:10][c:11]2[cH:12]1.[Na+:27].[OH2:30]>>[CH2:1]([c:3]1[cH:4][cH:5][c:6]2[cH:7][cH:8][cH:9][cH:10][c:11]2[cH:12]1)[NH:25][CH:22]1[CH2:21][N:20]([CH2:13][c:14]2[cH:15][cH:16][cH:17][cH:18][cH:19]2)[CH2:24][CH2:23]1. Reactants: [BH4-], NC1CCN(Cc2ccccc2)C1, CO, O=Cc1ccc2ccccc2c1, [Na+], O.